This data is from the Open Reaction Database (ORD), a public repository of structured organic reaction records. The task is: describe an organic reaction: reactants, conditions, products, and yield Product: BrC1=C(C=2N(C(C(=C(C2S1)O)C(=O)OCC)=O)C)C (Ethyl 2-bromo-7-hydroxy-3,4-dimethyl-5-oxo-4,5-dihydrothieno[3,2-b]pyridine-6-carboxylate). Conditions: time 18 hour. As a reaction SMILES: [Br:1][C:2]1[S:6][C:5]([C:7]([O:9]C)=O)=[C:4]([N:11]([CH3:20])[C:12](=[O:19])[CH2:13][C:14]([O:16][CH2:17][CH3:18])=[O:15])[C:3]=1[CH3:21].BrC1SC(C(OC)=O)=C(NC)C=1C.CCN(C(C)C)C(C)C.ClC(=O)CC(OCC)=O>CN(C)C1C=CN=CC=1.CN(C=O)C.CCOC(C)=O>[Br:1][C:2]1[S:6][C:5]2[C:7]([OH:9])=[C:13]([C:14]([O:16][CH2:17][CH3:18])=[O:15])[C:12](=[O:19])[N:11]([CH3:20])[C:4]=2[C:3]=1[CH3:21]. Procedure details: Methyl 5-bromo-3-(3-ethoxy-N-methyl-3-oxopropanamido)-4-methylthiophene-2-carboxylate. A solution of methyl 5-bromo-4-methyl-3-(methylamino)thiophene-2-carboxylate (0.28 g, 1.1 mmol), DIEA (0.22 mL, 1.3 mmol), N,N-dimethylpyridin-4-amine (0.020 g, 0.16 mmol) in DMF (4 mL) was treated at room temperature with ethyl 3-chloro-3-oxopropanoate (0.16 mL, 1.3 mmol) and stirred for 18 hours. The mixture was diluted with EtOAc, washed with water, brine, dried over MgSO4, and evaporated. The residue was p... Reactants: BrC1=C(C(=C(S1)C(=O)OC)N(C(CC(=O)OCC)=O)C)C (Methyl 5-bromo-3-(3-ethoxy-N-methyl-3-oxopropanamido)-4-methylthiophene-2-carboxylate), BrC1=C(C(=C(S1)C(=O)OC)NC)C (methyl 5-bromo-4-methyl-3-(methylamino)thiophene-2-carboxylate), CCN(C(C)C)C(C)C (DIEA), ClC(CC(=O)OCC)=O (ethyl 3-chloro-3-oxopropanoate). Reagents/catalysts: CN(C1=CC=NC=C1)C (N,N-dimethylpyridin-4-amine). Solvent: CN(C)C=O (DMF), CCOC(=O)C (EtOAc). The reactants are [Al+3], CCCCCC1CCC(CCCCc2ccc(C(=O)O)cc2)CC1, Cl, [H-], [H-], [H-], [H-], [Li+], C1CCOC1. Product: CCCCCC1CCC(CCCCc2ccc(CO)cc2)CC1. RXN SMILES: [Al+3:2].[CH2:7]([CH2:8][CH2:9][CH2:10][CH3:11])[CH:12]1[CH2:13][CH2:14][CH:15]([CH2:18][CH2:19][CH2:20][CH2:21][c:22]2[cH:23][cH:24][c:25]([C:26](=[O:27])[OH:28])[cH:29][cH:30]2)[CH2:16][CH2:17]1.[ClH:31].[H-:1].[H-:4].[H-:5].[H-:6].[Li+:3].[O:32]1[CH2:33][CH2:34][CH2:35][CH2:36]1>>[CH2:7]([CH2:8][CH2:9][CH2:10][CH3:11])[CH:12]1[CH2:13][CH2:14][CH:15]([CH2:18][CH2:19][CH2:20][CH2:21][c:22]2[cH:23][cH:24][c:25]([CH2:26][OH:27])[cH:29][cH:30]2)[CH2:16][CH2:17]1. The reactants are O=C([O-])[O-], ClCCl, OCc1c(Cl)cncc1Cl, [Na+], [Na+], O=S(Cl)Cl. Product: ClCc1c(Cl)cncc1Cl. Reaction SMILES: [C:15](=[O:16])([O-:17])[O-:18].[Cl:21][CH2:22][Cl:23].[Cl:5][c:6]1[cH:7][n:8][cH:9][c:10]([Cl:14])[c:11]1[CH2:12][OH:13].[Na+:19].[Na+:20].[S:1]([Cl:2])([Cl:3])=[O:4]>>[Cl:3][CH2:12][c:11]1[c:6]([Cl:5])[cH:7][n:8][cH:9][c:10]1[Cl:14]. Reactants: NC1=CC(=C(C=C1)CO)F ((4-amino-2-fluorophenyl)methanol), N1=CC=CC=C1 (pyridine), ClC(=O)OC1=CC=CC=C1 (phenyl chloroformate). Solvent: CC(=O)C (acetone). Run at time 1 hour. Product: FC=1C=C(C=CC1CO)NC(OC1=CC=CC=C1)=O (phenyl 3-fluoro-4-(hydroxymethyl)phenylcarbamate). Yield: 59.4%. As a reaction SMILES: [NH2:1][C:2]1[CH:7]=[CH:6][C:5]([CH2:8][OH:9])=[C:4]([F:10])[CH:3]=1.N1C=CC=CC=1.Cl[C:18]([O:20][C:21]1[CH:26]=[CH:25][CH:24]=[CH:23][CH:22]=1)=[O:19]>CC(C)=O>[F:10][C:4]1[CH:3]=[C:2]([NH:1][C:18](=[O:19])[O:20][C:21]2[CH:26]=[CH:25][CH:24]=[CH:23][CH:22]=2)[CH:7]=[CH:6][C:5]=1[CH2:8][OH:9]. Reported procedure: To a stirred solution of (4-amino-2-fluorophenyl)methanol (100 mg, 0.709 mmol, 1 eq.) in acetone (1.0 mL) was added pyridine (0.17 mL, 2.12 mmol, 3 eq.) followed by phenyl chloroformate (0.092 mL, 0.709 mmol, 1 eq.) at 0° C. and stirred at RT for 1 h. The solvent was evaporated and the resulting residue was purified by CC using ethyl acetate/PE (7:13) as eluent to get phenyl 3-fluoro-4-(hydroxymethyl)phenylcarbamate (110 mg, 60%, off-white solid; TLC system: EtOAc/PE (1:1), Rf: 0.4). Starting materials: CCOC(=O)C1CCN(Cc2cccc(-c3cnc(-c4ccc(OC(C)C)c(C#N)c4)s3)c2CC)CC1, CC(C)O, [Na+], [OH-], O. Product: CCc1c(CN2CCC(C(=O)O)CC2)cccc1-c1cnc(-c2ccc(OC(C)C)c(C#N)c2)s1. RXN SMILES: [C:1](#[N:2])[c:3]1[cH:4][c:5](-[c:13]2[s:14][c:15](-[c:18]3[c:19]([CH2:36][CH3:37])[c:20]([CH2:24][N:25]4[CH2:26][CH2:27][CH:28]([C:31](=[O:32])[O:33][CH2:34][CH3:35])[CH2:29][CH2:30]4)[cH:21][cH:22][cH:23]3)[cH:16][n:17]2)[cH:6][cH:7][c:8]1[O:9][CH:10]([CH3:11])[CH3:12].[CH:40]([OH:41])([CH3:42])[CH3:43].[Na+:39].[OH-:38].[OH2:44]>>[C:1](#[N:2])[c:3]1[cH:4][c:5](-[c:13]2[s:14][c:15](-[c:18]3[c:19]([CH2:36][CH3:37])[c:20]([CH2:24][N:25]4[CH2:26][CH2:27][CH:28]([C:31](=[O:32])[OH:33])[CH2:29][CH2:30]4)[cH:21][cH:22][cH:23]3)[cH:16][n:17]2)[cH:6][cH:7][c:8]1[O:9][CH:10]([CH3:11])[CH3:12]. Reactants: ClS(=O)(=O)C1=NN2C(=NC=C(C2=N1)F)OC (2-chlorosulfonyl-8-fluoro-5-methoxy[1,2,4]triazolo[1,5-c]pyrimidine), C(C(C)O)O (1,2-propanediol), FC1=C(N)C=CC=C1 (2-Fluoroaniline). Run in O (water). Conditions: temperature 5 celsius. Yields the product FC1=C(C=CC=C1)NS(=O)(=O)C1=NN2C(=NC=C(C2=N1)F)OC (N-(2-Fluorophenyl)-8-fluoro-5-methoxy[1,2,4]triazolo[1,5-c]pyrimidine-2-sulfonamide). Reaction SMILES: Cl[S:2]([C:5]1[N:13]=[C:12]2[N:7]([C:8]([O:15][CH3:16])=[N:9][CH:10]=[C:11]2[F:14])[N:6]=1)(=[O:4])=[O:3].C(O)C(O)C.[F:22][C:23]1[CH:29]=[CH:28][CH:27]=[CH:26][C:24]=1[NH2:25]>O>[F:22][C:23]1[CH:29]=[CH:28][CH:27]=[CH:26][C:24]=1[NH:25][S:2]([C:5]1[N:13]=[C:12]2[N:7]([C:8]([O:15][CH3:16])=[N:9][CH:10]=[C:11]2[F:14])[N:6]=1)(=[O:4])=[O:3]. Procedure: A mixture of 12.5 g (46.9 mmol) of 2-chlorosulfonyl-8-fluoro-5-methoxy[1,2,4]triazolo[1,5-c]pyrimidine and 25 mL of 1,2-propanediol was placed in a round bottom flask and cooled to 5° C. under nitrogen. 2-Fluoroaniline (13.7 g, 123 mmol) was added with stirring and cooling over a 10-min period. There was an exotherm. The mixture was allowed to warm to ambient temperature with stirring overnight and was then diluted with 30 mL of water. The mixture was stirred for 30 min and the solids present we... Starting materials: CC(C)(C)NS(=O)(=O)C1=CN(C=C1)C (N-(1,1-dimethylethyl)-1-methyl-1H-pyrrole-3-sulfonamide), Cl (HCl), C(CCC)[Li] (n-butyllithium), ClC(=O)OC (Methyl chloroformate). The reagents and catalysts are [Au] (gold), [Au] (gold). The solvent is C1CCOC1 (THF), hexanes. Run at temperature -78 celsius, time 30 minute. The product is CC(C)(C)NS(=O)(=O)C1=C(N(C=C1)C)C(=O)OC (Methyl 3-[[(1,1-dimethylethyl)amino]sulfonyl]-1-methyl-1H-pyrrole-2-carboxylate). Reaction SMILES: [CH3:1][C:2]([NH:5][S:6]([C:9]1[CH:13]=[CH:12][N:11]([CH3:14])[CH:10]=1)(=[O:8])=[O:7])([CH3:4])[CH3:3].C([Li])CCC.Cl[C:21]([O:23][CH3:24])=[O:22].Cl>C1COCC1.[Au]>[CH3:4][C:2]([NH:5][S:6]([C:9]1[CH:13]=[CH:12][N:11]([CH3:14])[C:10]=1[C:21]([O:23][CH3:24])=[O:22])(=[O:8])=[O:7])([CH3:1])[CH3:3]. Procedure details: To a solution of I g (4.62 mol) of N-(1,1-dimethylethyl)-1-methyl-1H-pyrrole-3-sulfonamide in 150 mL THF under a nitrogen atmosphere cooled to -78° C. was added dropwise at such a rate as to keep the temperature below -65° C. 4.1 mL (9.48 mmol) 2.32M n-butyllithium in hexanes. The resulting amber turbid solution was stirred at -78° C. for ca. 30 minutes. Methyl chloroformate (0.37 mL, 4.86 mmol) was added in one portion and the resulting gold reaction mixture was allowed to warm to room temperat... Reactants: [BH3-]C#N, Cl, O=Cc1ccc([N+](=O)[O-])cc1, CS(=O)(=O)N1CC(CCl)c2ccc(N)cc21, O, Cc1ccccc1S(=O)(=O)O, c1ccccc1. Product: CS(=O)(=O)N1CC(CCl)c2ccc(NCc3ccc([N+](=O)[O-])cc3)cc21. Reaction SMILES: [C:40]([BH3-:41])#[N:42].[ClH:43].[N+:17](=[O:18])([O-:19])[c:20]1[cH:21][cH:22][c:23]([CH:24]=[O:25])[cH:26][cH:27]1.[NH2:1][c:2]1[cH:3][cH:4][c:5]2[c:9]([cH:10]1)[N:8]([S:11](=[O:12])(=[O:13])[CH3:14])[CH2:7][CH:6]2[CH2:15][Cl:16].[OH2:28].[c:29]1([CH3:30])[c:31]([S:32]([OH:33])(=[O:34])=[O:35])[cH:36][cH:37][cH:38][cH:39]1.[cH:44]1[cH:45][cH:46][cH:47][cH:48][cH:49]1>>[NH:1]([c:2]1[cH:3][cH:4][c:5]2[c:9]([cH:10]1)[N:8]([S:11](=[O:12])(=[O:13])[CH3:14])[CH2:7][CH:6]2[CH2:15][Cl:16])[CH2:24][c:23]1[cH:22][cH:21][c:20]([N+:17](=[O:18])[O-:19])[cH:27][cH:26]1.